This data is from the Open Reaction Database (ORD), a public repository of structured organic reaction records. The task is: describe an organic reaction: reactants, conditions, products, and yield The reactants are [OH-].[Na+] (NaOH), BrC=1C=CC2=C(OC3=C2C=CC(=C3)C(=O)OC)C1 (methyl 3-bromo-dibenzofuran-7-carboxylate), C1CCOC1 (THF). The solvent is CO (methanol). Reaction conditions: time 1 hour. The product is BrC=1C=CC2=C(OC3=C2C=CC(=C3)C(=O)O)C1 (3-Bromo-dibenzofuran-7-carboxylic acid). The yield is 101.4%. RXN SMILES: [Br:1][C:2]1[CH:3]=[CH:4][C:5]2[C:9]3[CH:10]=[CH:11][C:12]([C:14]([O:16]C)=[O:15])=[CH:13][C:8]=3[O:7][C:6]=2[CH:18]=1.C1COCC1.[OH-].[Na+]>CO>[Br:1][C:2]1[CH:3]=[CH:4][C:5]2[C:9]3[CH:10]=[CH:11][C:12]([C:14]([OH:16])=[O:15])=[CH:13][C:8]=3[O:7][C:6]=2[CH:18]=1 |f:2.3|. Procedure details: To a mixture of methyl 3-bromo-dibenzofuran-7-carboxylate (3.2 g, 10.5 mmol) in 2:1 THF:methanol (90 ml) was added 2.5N NaOH (60 ml). After stirring at room temperature for 1 hour, the reaction was complete. Nearly all the THF:methanol was evaporated off and then the mixture was adjusted to pH=1 with concentrated HCl and extracted with ethyl acetate. Drying (MgSO4) and evaporation yielded 3.1 g (100%) of the title compounds which was used in the next reaction without purification. Starting materials: BrBr (bromine), [N+](=O)([O-])C1=C(C=C(C=C1)N)N (4-nitrobenzene-1,3-diamine). Run in O1CCOCC1 (1,4-dioxane). Run at time 16 hour. Yields the product Br.Br.BrC1=C(C=C(C(=C1)[N+](=O)[O-])N)N (4-bromo-6-nitro-benzene-1,3-diamine dihydrobromide salt). As a reaction SMILES: [Br:1]Br.[N+:3]([C:6]1[CH:11]=[CH:10][C:9]([NH2:12])=[CH:8][C:7]=1[NH2:13])([O-:5])=[O:4]>O1CCOCC1>[BrH:1].[BrH:1].[Br:1][C:10]1[CH:11]=[C:6]([N+:3]([O-:5])=[O:4])[C:7]([NH2:13])=[CH:8][C:9]=1[NH2:12] |f:3.4.5|. Reported procedure: The reaction scheme (CCLXIX) illustrates a synthetic process rthat included dropwise adding of 6.4 g bromine (40 mmol) to a solution of 4-nitrobenzene-1,3-diamine (5.56 g, 36.3 mmol), in 50 mL 1,4-dioxane, followed by stirring the solution was room temperature for 16 h. The yellow precipitate was isolated by filtration, washed with 1,4-dioxane (30 mL) and dried in vacuo to give 4-bromo-6-nitro-benzene-1,3-diamine dihydrobromide salt designated on the reaction scheme (CCLXIX) as compound 13 (8 g,... Starting materials: C(C(C)(C)C)(=O)O.C=S1C(C(N2C(C(C12)=O)=O)C(=O)O)(C)C (methylene-6,7-dioxo-3,3-dimethyl-4-thia-1-azabicyclo[3.2.0]heptane-2-carboxylate pivalate), C1(=CC=CC=C1)S(=O)(=O)CC(=O)C=P(C1=CC=CC=C1)(C1=CC=CC=C1)C1=CC=CC=C1 (phenylsulphonylacetylmethylenetriphenylphosphorane). Run in C1=CC=CC=C1 (benzene). Run at time 10 minute. The product is C(C(C)(C)C)(=O)O.C=S1C([C@@H](N2C(C([C@@H]12)=CC(CS(=O)(=O)C1=CC=CC=C1)=O)=O)C(=O)O)(C)C (methylene-(2S,5R)-3,3-dimethyl-7-oxo-6-[3-(phenylsulphonyl)-2-oxopropylidene]-4-thia-1-azabicyclo[3.2.0]heptane-2-carboxylate pivalate). Reaction SMILES: [C:1]([OH:7])(=[O:6])[C:2]([CH3:5])([CH3:4])[CH3:3].[CH2:8]=[S:9]1[CH:15]2[N:12]([C:13](=[O:17])[C:14]2=O)[CH:11]([C:18]([OH:20])=[O:19])[C:10]1([CH3:22])[CH3:21].[C:23]1([S:29]([CH2:32][C:33]([CH:35]=P(C2C=CC=CC=2)(C2C=CC=CC=2)C2C=CC=CC=2)=[O:34])(=[O:31])=[O:30])[CH:28]=[CH:27][CH:26]=[CH:25][CH:24]=1>C1C=CC=CC=1>[C:1]([OH:7])(=[O:6])[C:2]([CH3:5])([CH3:4])[CH3:3].[CH2:8]=[S:9]1[C@H:15]2[N:12]([C:13](=[O:17])[C:14]2=[CH:35][C:33](=[O:34])[CH2:32][S:29]([C:23]2[CH:28]=[CH:27][CH:26]=[CH:25][CH:24]=2)(=[O:31])=[O:30])[C@@H:11]([C:18]([OH:20])=[O:19])[C:10]1([CH3:22])[CH3:21] |f:0.1,4.5|. Reported procedure: A solution of 3.3 g of methylene-6,7-dioxo-3,3-dimethyl-4-thia-1-azabicyclo[3.2.0]heptane-2-carboxylate pivalate in 100 ml of benzene is treated at room temperature with 6 g of phenylsulphonylacetylmethylenetriphenylphosphorane. After 10 minutes, the reaction mixture is evaporated. The residue is chromatographed on silica gel while eluting with cyclohexane/ethyl acetate (6:4). There is obtained methylene-(2S,5R)-3,3-dimethyl-7-oxo-6-[3-(phenylsulphonyl)-2-oxopropylidene]-4-thia-1-azabicyclo[3.2.... Conditions: temperature 20 celsius, time 1.5 hour. As a reaction SMILES: [CH:1]([C:3]1[C:8]2[CH:9]=[CH:10][CH:11]([CH2:13][CH2:14][CH2:15][C:16]([O:18]C)=[O:17])[O:12][C:7]=2[C:6]([O:20][CH3:21])=[C:5]([O:22][CH3:23])[CH:4]=1)=[O:2].[OH-].[Na+].Cl.[Na+].[Cl-]>O1CCCC1>[CH:1]([C:3]1[C:8]2[CH:9]=[CH:10][CH:11]([CH2:13][CH2:14][CH2:15][C:16]([OH:18])=[O:17])[O:12][C:7]=2[C:6]([O:20][CH3:21])=[C:5]([O:22][CH3:23])[CH:4]=1)=[O:2] |f:1.2,4.5|. Reactants: [Na+].[Cl-] (NaCl), C(=O)C1=CC(=C(C2=C1C=CC(O2)CCCC(=O)OC)OC)OC (methyl (RS)-4-(5-formyl-7,8-dimethoxy-2H-1-benzopyran-2-yl)-butyrate), Cl (HCl), [OH-].[Na+] (NaOH). Reported procedure: 1.5 g of methyl (RS)-4-(5-formyl-7,8-dimethoxy-2H-1-benzopyran-2-yl)-butyrate were dissolved in 10 ml of tetrahydrofuran under argon and then treated with 1 ml of 1N NaOH and stirred at 20° C. for 1.5 hrs. The reaction mixture was acidified with 9 ml of 1N HCl, saturated with NaCl and extracted with 2×20 ml of ethyl acetate. The crude product was chromatographed on silica gel in ethyl acetate and chromatographed from toluene/hexane 1:1 There was obtained (RS)-4-(5-formyl-7,8-dimethoxy-2H-1-benzo... Solvent: O1CCCC1 (tetrahydrofuran). The product is C(=O)C1=CC(=C(C2=C1C=CC(O2)CCCC(=O)O)OC)OC ((RS)-4-(5-formyl-7,8-dimethoxy-2H-1-benzopyran-2-yl)-butyric acid). The reactants are COc1nc2cc(CCc3nc(C(C)C)cs3)ccn2c(=O)c1C=CC(=O)OC(C)(C)C, O=C(O)C(F)(F)F. The product is COc1nc2cc(CCc3nc(C(C)C)cs3)ccn2c(=O)c1C=CC(=O)O. RXN SMILES: [CH:1]([CH3:2])([CH3:3])[c:4]1[n:5][c:6]([CH2:9][CH2:10][c:11]2[cH:12][c:13]3[n:14]([c:15](=[O:30])[c:16]([CH:21]=[CH:22][C:23](=[O:24])[O:25][C:26]([CH3:27])([CH3:28])[CH3:29])[c:17]([O:19][CH3:20])[n:18]3)[cH:31][cH:32]2)[s:7][cH:8]1.[OH:33][C:34]([C:35]([F:36])([F:37])[F:38])=[O:39]>>[CH:1]([CH3:2])([CH3:3])[c:4]1[n:5][c:6]([CH2:9][CH2:10][c:11]2[cH:12][c:13]3[n:14]([c:15](=[O:30])[c:16]([CH:21]=[CH:22][C:23](=[O:24])[OH:25])[c:17]([O:19][CH3:20])[n:18]3)[cH:31][cH:32]2)[s:7][cH:8]1.